From a dataset of the Open Reaction Database (ORD), a public repository of structured organic reaction records. describe an organic reaction: reactants, conditions, products, and yield Yields the product CC(C)(C)OC(=O)COCc1cccc([N+](=O)[O-])c1. Reaction SMILES: [Br:14][CH2:15][C:16](=[O:17])[O:18][C:19]([CH3:20])([CH3:21])[CH3:22].[H-:12].[N+:1](=[O:2])([O-:3])[c:4]1[cH:5][c:6]([CH2:7][OH:8])[cH:9][cH:10][cH:11]1.[Na+:13].[O:23]=[CH:24][N:25]([CH3:26])[CH3:27]>>[N+:1](=[O:2])([O-:3])[c:4]1[cH:5][c:6]([CH2:7][O:8][CH2:15][C:16](=[O:17])[O:18][C:19]([CH3:20])([CH3:21])[CH3:22])[cH:9][cH:10][cH:11]1. Reactants: CC(C)(C)OC(=O)CBr, [H-], O=[N+]([O-])c1cccc(CO)c1, [Na+], CN(C)C=O. Procedure: Dichloroacetyl chloride (14.7 g.) was dissolved in methylene chloride (50 ml.). To the solution was added 2-hydroxyimino-2-(3-nitro-4-hydroxyphenyl)acetic acid (5.65 g.) (syn isomer) with stirring under ice-cooling. The solution was stirred for 30 minutes at room temperature after ether (10 ml.) was added. To the reaction mixture was added petroleum ether under ice-cooling. The precipitates were collected by filtration and thoroughly washed with petroleum ether to give 2-dichloroacetoxyimino-2-(... Solvent: petroleum ether, C(Cl)Cl (methylene chloride). The yield is 72.4%. The reactants are ON=C(C(=O)O)C1=CC(=C(C=C1)O)[N+](=O)[O-] (2-hydroxyimino-2-(3-nitro-4-hydroxyphenyl)acetic acid), ClC(C(=O)Cl)Cl (Dichloroacetyl chloride), CCOCC (ether). Reaction SMILES: [Cl:1][CH:2]([Cl:6])[C:3](Cl)=[O:4].[OH:7][N:8]=[C:9]([C:13]1[CH:18]=[CH:17][C:16]([OH:19])=[C:15]([N+:20]([O-:22])=[O:21])[CH:14]=1)[C:10]([OH:12])=[O:11].CCOCC>C(Cl)Cl>[Cl:1][CH:2]([Cl:6])[C:3]([O:7][N:8]=[C:9]([C:13]1[CH:18]=[CH:17][C:16]([OH:19])=[C:15]([N+:20]([O-:22])=[O:21])[CH:14]=1)[C:10]([OH:12])=[O:11])=[O:4]. Product: ClC(C(=O)ON=C(C(=O)O)C1=CC(=C(C=C1)O)[N+](=O)[O-])Cl (2-dichloroacetoxyimino-2-(3-nitro-4-hydroxyphenyl)acetic acid).